From a dataset of the Open Reaction Database (ORD), a public repository of structured organic reaction records. describe an organic reaction: reactants, conditions, products, and yield The reactants are CCc1c(Sc2cc(C)cc(C)c2)[nH]c(=O)[nH]c1=O, Clc1cccc(CBr)n1. Yields the product CCc1c(Sc2cc(C)cc(C)c2)n(Cc2cccc(Cl)n2)c(=O)[nH]c1=O. Reaction SMILES: [CH2:1]([CH3:2])[c:3]1[c:4](=[O:19])[nH:5][c:6](=[O:18])[nH:7][c:8]1[S:9][c:10]1[cH:11][c:12]([CH3:17])[cH:13][c:14]([CH3:16])[cH:15]1.[Cl:20][c:21]1[cH:22][cH:23][cH:24][c:25]([CH2:27][Br:28])[n:26]1>>[CH2:1]([CH3:2])[c:3]1[c:4](=[O:19])[nH:5][c:6](=[O:18])[n:7]([CH2:27][c:25]2[cH:24][cH:23][cH:22][c:21]([Cl:20])[n:26]2)[c:8]1[S:9][c:10]1[cH:11][c:12]([CH3:17])[cH:13][c:14]([CH3:16])[cH:15]1. Reactants: [Br-], CO, CCCC[N+](CCCC)(CCCC)CCCC, Cc1n[nH]c(=O)o1, C[O-], CC(=O)CCl, ClC(Cl)Cl, [Na+]. Yields the product CC(=O)Cn1nc(C)oc1=O. RXN SMILES: [Br-:18].[CH3:16][OH:17].[CH3:19][CH2:20][CH2:21][CH2:22][N+:23]([CH2:24][CH2:25][CH2:26][CH3:27])([CH2:28][CH2:29][CH2:30][CH3:31])[CH2:32][CH2:33][CH2:34][CH3:35].[CH3:1][c:2]1[n:3][nH:4][c:5](=[O:7])[o:6]1.[CH3:8][O-:9].[Cl:11][CH2:12][C:13]([CH3:14])=[O:15].[Cl:36][CH:37]([Cl:38])[Cl:39].[Na+:10]>>[CH3:1][c:2]1[n:3][n:4]([CH2:12][C:13]([CH3:14])=[O:15])[c:5](=[O:7])[o:6]1. The reactants are C1COCCO1, [Cu]I, COc1cn(-c2ccc(I)cc2F)nc(-c2ccnn2-c2ccccc2)c1=O, [K+], [K+], [K+], NC1CCCCC1N, [Na+], O=C([O-])O, O=C1CCN1, O=P([O-])([O-])[O-]. Product: COc1cn(-c2ccc(N3CCC3=O)cc2F)nc(-c2ccnn2-c2ccccc2)c1=O. As a reaction SMILES: [CH2:50]1[O:51][CH2:52][CH2:53][O:54][CH2:55]1.[Cu:61][I:62].[F:1][c:2]1[c:3](-[n:9]2[n:10][c:11](-[c:18]3[cH:19][cH:20][n:21][n:22]3-[c:23]3[cH:24][cH:25][cH:26][cH:27][cH:28]3)[c:12](=[O:17])[c:13]([O:15][CH3:16])[cH:14]2)[cH:4][cH:5][c:6]([I:8])[cH:7]1.[K+:39].[K+:40].[K+:41].[NH2:42][CH:43]1[CH2:44][CH2:45][CH2:46][CH2:47][CH:48]1[NH2:49].[Na+:60].[O-:56][C:57]([OH:58])=[O:59].[O:29]=[C:30]1[CH2:31][CH2:32][NH:33]1.[P:34]([O-:35])([O-:36])([O-:37])=[O:38]>>[F:1][c:2]1[c:3](-[n:9]2[n:10][c:11](-[c:18]3[cH:19][cH:20][n:21][n:22]3-[c:23]3[cH:24][cH:25][cH:26][cH:27][cH:28]3)[c:12](=[O:17])[c:13]([O:15][CH3:16])[cH:14]2)[cH:4][cH:5][c:6]([N:33]2[C:30](=[O:29])[CH2:31][CH2:32]2)[cH:7]1. Reactants: aqueous solution, [OH-].[Na+] (sodium hydroxide), C(C)(=O)OC1=C(C(=O)NC2=C(C(=O)OC)C=CC(=C2)C2=COC=C2)C=C(C=C1)C=1C=NC=CC1 (methyl 2-(2-acetoxy-5-(pyridin-3-yl)benzamido)-4-(furan-3-yl)benzoate), aqueous solution, C(CC(O)(C(=O)O)CC(=O)O)(=O)O (citric acid). Solvent: O1CCOCC1 (Dioxane). Reaction conditions: temperature 52.5 celsius, time 1 hour. Yields the product O1C=C(C=C1)C1=CC(=C(C(=O)O)C=C1)NC(C1=C(C=CC(=C1)C=1C=NC=CC1)O)=O (4-(furan-3-yl)-2-(2-hydroxy-5-(pyridin-3-yl)benzamido)-benzoic acid). The yield is 83.9%. Reaction SMILES: [OH-].[Na+].C([O:6][C:7]1[CH:30]=[CH:29][C:28]([C:31]2[CH:32]=[N:33][CH:34]=[CH:35][CH:36]=2)=[CH:27][C:8]=1[C:9]([NH:11][C:12]1[CH:21]=[C:20]([C:22]2[CH:26]=[CH:25][O:24][CH:23]=2)[CH:19]=[CH:18][C:13]=1[C:14]([O:16]C)=[O:15])=[O:10])(=O)C.C(O)(=O)CC(CC(O)=O)(C(O)=O)O>O1CCOCC1>[O:24]1[CH:25]=[CH:26][C:22]([C:20]2[CH:19]=[CH:18][C:13]([C:14]([OH:16])=[O:15])=[C:12]([NH:11][C:9](=[O:10])[C:8]3[CH:27]=[C:28]([C:31]4[CH:32]=[N:33][CH:34]=[CH:35][CH:36]=4)[CH:29]=[CH:30][C:7]=3[OH:6])[CH:21]=2)=[CH:23]1 |f:0.1|. Procedure details: Dioxane (5.0 mL) and a 4 mol/L aqueous solution of sodium hydroxide (0.31 mL) were added to the obtained methyl 2-(2-acetoxy-5-(pyridin-3-yl)benzamido)-4-(furan-3-yl)benzoate (0.11 g), followed by stirring at 50 to 55° C. for 1 hours. The reaction mixture was cooled to room temperature, and a 10% aqueous solution of citric acid (6 mL) was added thereto. The solid substance was collected by filtration to obtain 0.081 g of 4-(furan-3-yl)-2-(2-hydroxy-5-(pyridin-3-yl)benzamido)-benzoic acid as a ye... Starting materials: OC[C@]12[C@@H]([C@H]3CC[C@@H]4[C@]5(CC=C(C([C@@H]5CC[C@]4([C@@]3(CC1)C)C)(C)C)C1=CC=C(C(=O)O)C=C1)C)[C@@H](CC2)C(=C)C (4-((1R,3aS,5aR,5bR,7aR,11aS,11bR,13aR,13bR)-3a-(hydroxymethyl)-5a,5b,8,8,11a-pentamethyl-1-(prop-1-en-2-yl)-2,3,3a,4,5,5a,5b,6,7,7a,8,11,11a,11b,12,13,13a,13b-octadecahydro-1H-cyclopenta[a]chrysen-9-yl)benzoic acid), C[Si](C)(C)C=[N+]=[N-] ((trimethylsilyl)diazomethane). Run in C(Cl)Cl (CH2Cl2), CO (MeOH). Reaction conditions: time 2 hour. The product is OC[C@]12[C@@H]([C@H]3CC[C@@H]4[C@]5(CC=C(C([C@@H]5CC[C@]4([C@@]3(CC1)C)C)(C)C)C1=CC=C(C(=O)OC)C=C1)C)[C@@H](CC2)C(=C)C (methyl 4-((1R,3aS,5aR,5bR,7aR,11aS,11bR,13aR,13bR)-3a-(hydroxymethyl)-5a,5b,8,8,11a-pentamethyl-1-(prop-1-en-2-yl)-2,3,3a,4,5,5a,5b,6,7,7a,8,11,11a,11b,12,13,13a,13b-octadecahydro-1H-cyclopenta[a]chrysen-9-yl)benzoate). The yield is 78.2%. Reaction SMILES: [OH:1][CH2:2][C@:3]12[CH2:37][CH2:36][C@@H:35]([C:38]([CH3:40])=[CH2:39])[C@@H:4]1[C@@H:5]1[C@@:18]([CH3:21])([CH2:19][CH2:20]2)[C@@:17]2([CH3:22])[C@@H:8]([C@:9]3([CH3:34])[C@@H:14]([CH2:15][CH2:16]2)[C:13]([CH3:24])([CH3:23])[C:12]([C:25]2[CH:33]=[CH:32][C:28]([C:29]([OH:31])=[O:30])=[CH:27][CH:26]=2)=[CH:11][CH2:10]3)[CH2:7][CH2:6]1.[CH3:41][Si](C=[N+]=[N-])(C)C>C(Cl)Cl.CO>[OH:1][CH2:2][C@:3]12[CH2:37][CH2:36][C@@H:35]([C:38]([CH3:40])=[CH2:39])[C@@H:4]1[C@@H:5]1[C@@:18]([CH3:21])([CH2:19][CH2:20]2)[C@@:17]2([CH3:22])[C@@H:8]([C@:9]3([CH3:34])[C@@H:14]([CH2:15][CH2:16]2)[C:13]([CH3:24])([CH3:23])[C:12]([C:25]2[CH:33]=[CH:32][C:28]([C:29]([O:31][CH3:41])=[O:30])=[CH:27][CH:26]=2)=[CH:11][CH2:10]3)[CH2:7][CH2:6]1. Procedure: To a solution of 4-((1R,3aS,5aR,5bR,7aR,11aS,11bR,13aR,13bR)-3a-(hydroxymethyl)-5a,5b,8,8,11a-pentamethyl-1-(prop-1-en-2-yl)-2,3,3a,4,5,5a,5b,6,7,7a,8,11,11a,11b,12,13,13a,13b-octadecahydro-1H-cyclopenta[a]chrysen-9-yl)benzoic acid (4.23 g, 10 mmol) in a mixture of CH2Cl2 (50 ml) and MeOH (5 ml) was added (trimethylsilyl)diazomethane (5.00 ml, 10.00 mmol). The solution was stirred at rt for 2 h under nitrogen. LC/MS showed no SM left. The reaction mixture was concentrated to afford methyl 4-((1R... The reactants are OB(O)c1ccccc1 (effective_coupling_partner), CCN(CC)C(=O)Oc2ccc1cc(C(=O)OC)ccc1c2 (substrate). Reagents/catalysts: PCy3. Reaction conditions: temperature 130 celsius, time 24 hour. Yields the product COC(=O)c3ccc2cc(c1ccccc1)ccc2c3. Starting materials: [Sn] (tin), Cl (hydrochloric acid), Cl.C1(CC1)C(=O)C(C1=C(C=CC=C1)F)N1CC2=C(CC1)SC(=C2)[N+](=O)[O-] (5-(α-cyclopropylcarbonyl-2-fluorobenzyl)-2-nitro-4,5,6,7-tetrahydrothieno[3,2-c]pyridine hydrochloride). The solvent is O (water). The product is NC1=CC=2CN(CCC2S1)C(C1=C(C=CC=C1)F)C(=O)C1CC1 (2-Amino-5-(α-Cyclopropylcarbonyl-2-fluorobenzyl)4,5,6,7-tetrahydrothieno[3,2-c]pyridine), stannic chloride. Yield: 72.0%. RXN SMILES: Cl.Cl.[CH:3]1([C:6]([CH:8]([N:16]2[CH2:21][CH2:20][C:19]3[S:22][C:23]([N+:25]([O-])=O)=[CH:24][C:18]=3[CH2:17]2)[C:9]2[CH:14]=[CH:13][CH:12]=[CH:11][C:10]=2[F:15])=[O:7])[CH2:5][CH2:4]1.[Sn]>O>[NH2:25][C:23]1[S:22][C:19]2[CH2:20][CH2:21][N:16]([CH:8]([C:6]([CH:3]3[CH2:5][CH2:4]3)=[O:7])[C:9]3[CH:14]=[CH:13][CH:12]=[CH:11][C:10]=3[F:15])[CH2:17][C:18]=2[CH:24]=1 |f:1.2,^3:27|. Procedure details: 5 ml of hydrochloric acid were added to 0.4 g of 5-(α-cyclopropylcarbonyl-2-fluorobenzyl)-2-nitro-4,5,6,7-tetrahydrothieno[3,2-c]pyridine hydrochloride (prepared as described in Example 18), and then 0.23 g of tin powder was added to the resulting mixture, whilst stirring, after which the mixture was stirred at room temperature for a further hour. 10 ml of water were added to the reaction mixture, which was then extracted with methylene chloride. The methylene chloride layer was removed, and the... The reactants are N\C(=C/C(=O)OC)\C (methyl 3-aminocrotonate), O(C1=CC=CC=C1)C(=O)N=C=S (phenoxycarbonylisothiocyanate). Solvent: C1(=CC=CC=C1)C (toluene), C1(=CC=CC=C1)C (toluene). Reaction conditions: time 2 hour. Product: N=C(C(C(=S)NC(=O)OC1=CC=CC=C1)C(=O)OC)C (3-imino-2-methoxycarbonyl-N-phenoxycarbonylthiobutyramide). Reaction SMILES: [NH2:1]/[C:2](/[CH3:8])=[CH:3]\[C:4]([O:6][CH3:7])=[O:5].[O:9]([C:16]([N:18]=[C:19]=[S:20])=[O:17])[C:10]1[CH:15]=[CH:14][CH:13]=[CH:12][CH:11]=1>C1(C)C=CC=CC=1>[NH:1]=[C:2]([CH3:8])[CH:3]([C:4]([O:6][CH3:7])=[O:5])[C:19]([NH:18][C:16]([O:9][C:10]1[CH:15]=[CH:14][CH:13]=[CH:12][CH:11]=1)=[O:17])=[S:20]. Procedure details: A warm solution of methyl 3-aminocrotonate (prepared according to the method of Conrad and Epstein, Chemische Berichte, 1887, 20, 3054, 10.4 g.) in toluene (20 ml.) was added with stirring to a solution of phenoxycarbonylisothiocyanate (16 g.) in toluene (50 ml.). The temperature of the mixture rose from 20° C. to 35° C. The mixture was then stirred for 11/2 hours at ambient temperature, filtered and the solid residue washed with light petroleum (b.p. 40°-60° C.) to give 3-imino-2-methoxycarbony... Starting materials: NC(C=1C=C(SC1)C(=O)OC)=S (methyl 4-(aminothioxomethyl)-thiophene-2-carboxylate), BrCC(=O)C1=CC=CC=C1 (2-bromoacetophenone). Solvent: CC(=O)C (acetone). Conditions: temperature -10 celsius. Product: C1(=CC=CC=C1)C=1N=C(SC1)C=1C=C(SC1)C(=O)OC (Methyl 4-(4-phenyl-1,3-thiazol-2-yl)thiophene-2-carboxylate). Isolated yield 90.0%. RXN SMILES: [NH2:1][C:2](=[S:12])[C:3]1[CH:4]=[C:5]([C:8]([O:10][CH3:11])=[O:9])[S:6][CH:7]=1.Br[CH2:14][C:15]([C:17]1[CH:22]=[CH:21][CH:20]=[CH:19][CH:18]=1)=O>CC(C)=O>[C:17]1([C:15]2[N:1]=[C:2]([C:3]3[CH:4]=[C:5]([C:8]([O:10][CH3:11])=[O:9])[S:6][CH:7]=3)[S:12][CH:14]=2)[CH:22]=[CH:21][CH:20]=[CH:19][CH:18]=1. Reported procedure: To a solution of 150 mg (0.745 mmol) of methyl 4-(aminothioxomethyl)-thiophene-2-carboxylate (as prepared in the previous step) in 6 mL of acetone was added 148 mg (0.745 mmol) of 2-bromoacetophenone. After refluxing for 2 h, the mixture was concentrated by boiling to a volume of ca. 2 mL. The resulting mixture was cooled (−10° C.) and filtered washing with cold acetone (2×0.5 mL). A second crop was obtained from the mother liquors and the combined crops dried to afford the title compound as a b... Reactants: [N+](=O)([O-])C1=CC=C(C=C1)C1(CCOCC1)C#N (4-(4-nitro-phenyl)-tetrahydro-pyran-4-carbonitrile). Reagents/catalysts: [Pd] (Pd/C). Run in CO (MeOH). Reaction conditions: time 1 hour. The product is NC1=CC=C(C=C1)C1(CCOCC1)C#N (4-(4-Amino-phenyl)-tetrahydro-pyran-4-carbonitrile). The yield is 100.0%. Reaction SMILES: [N+:1]([C:4]1[CH:9]=[CH:8][C:7]([C:10]2([C:16]#[N:17])[CH2:15][CH2:14][O:13][CH2:12][CH2:11]2)=[CH:6][CH:5]=1)([O-])=O>CO.[Pd]>[NH2:1][C:4]1[CH:9]=[CH:8][C:7]([C:10]2([C:16]#[N:17])[CH2:15][CH2:14][O:13][CH2:12][CH2:11]2)=[CH:6][CH:5]=1. Reported procedure: A mixture of 4-(4-nitro-phenyl)-tetrahydro-pyran-4-carbonitrile (as prepared in the previous step, 223 mg, 0.960 mmol) and 10% Pd/C (112 mg, 50 wt %) in 10 mL of MeOH was stirred at RT under H2 (balloon pressure) for 1 h. The Pd catalyst was removed by filtration on Celite and the filtrate was concentrated to give 195 mg (100%) of the title compound as a faint yellow solid. Mass spectrum (ESI, m/z): Calcd. for C12H14N2O, 203.1 (M+H). found 203.2.